This data is from the Open Reaction Database (ORD), a public repository of structured organic reaction records. The task is: describe an organic reaction: reactants, conditions, products, and yield Reactants: N1(CCOCC1)NC(=O)C1=CC2=C(N(C(=N2)C=2C=C3N=CC(=NC3=CC2)C2=CC=CC=C2)C2CCCCC2)C=C1 (1-cyclohexyl-2-(2-phenyl-quinoxalin-6-yl)-1H-benzoimidazole-5-carboxylic acid morpholin-4-ylamide), NC1=C2C=CC=C(C2=CC=C1)O (5-amino-naphthalen-1-ol). The product is OC1=C2C=CC=C(C2=CC=C1)NC(=O)C1=CC2=C(N(C(=N2)C=2C=C3N=CC(=NC3=CC2)C2=CC=CC=C2)C2CCCCC2)C=C1 (1-Cyclohexyl-2-(2-phenyl-quinoxalin-6-yl)-1H-benzoimidazole-5-carboxylic acid (5-hydroxy-naphthalen-1-yl)-amide). Yield: 25.0%. As a reaction SMILES: N1(N[C:8]([C:10]2[CH:40]=[CH:39][C:13]3[N:14]([CH:33]4[CH2:38][CH2:37][CH2:36][CH2:35][CH2:34]4)[C:15]([C:17]4[CH:18]=[C:19]5[C:24](=[CH:25][CH:26]=4)[N:23]=[C:22]([C:27]4[CH:32]=[CH:31][CH:30]=[CH:29][CH:28]=4)[CH:21]=[N:20]5)=[N:16][C:12]=3[CH:11]=2)=[O:9])CCOCC1.[NH2:41][C:42]1[CH:51]=[CH:50][CH:49]=[C:48]2[C:43]=1[CH:44]=[CH:45][CH:46]=[C:47]2[OH:52]>>[OH:52][C:47]1[CH:46]=[CH:45][CH:44]=[C:43]2[C:48]=1[CH:49]=[CH:50][CH:51]=[C:42]2[NH:41][C:8]([C:10]1[CH:40]=[CH:39][C:13]2[N:14]([CH:33]3[CH2:38][CH2:37][CH2:36][CH2:35][CH2:34]3)[C:15]([C:17]3[CH:18]=[C:19]4[C:24](=[CH:25][CH:26]=3)[N:23]=[C:22]([C:27]3[CH:32]=[CH:31][CH:30]=[CH:29][CH:28]=3)[CH:21]=[N:20]4)=[N:16][C:12]=2[CH:11]=1)=[O:9]. Reported procedure: The general procedure described for Compound 574 was used with 5-amino-naphthalen-1-ol (15.9 mg), producing 7 mg of the title compound (25% yield). MS: 590.24 (M+H+) HPLC Procedure A, retention time=15.26 min. Reactants: CN1C(SC(C1=O)(C)C)=NO (3,5,5-trimethyl-2-oximinothiazolidin-4-one), CN1C(SC(C1=O)(C)C)=NO (3,5,5-trimethyl-2-oximinothiazolidin-4-one), solution, CN(C(=O)Cl)SC(Cl)(C(=O)OCC)C(=O)OCC (N-methyl-N-(bis-ethoxycarbonylchloromethanesulfenyl) carbamoyl chloride), CN1C(SC(C1=O)(C)C)=NO (3,5,5-trimethyl-2-oximinothiazolidin-4-one). The solvent is O1CCOCC1 (dioxane), O (water). Conditions: time 8 hour. The product is CN(C(=O)ON=C1SC(C(N1C)=O)(C)C)SC(Cl)(C(=O)OCC)C(=O)OCC (2-[[O-[N-Methyl-N-(bis-ethoxycarbonylchloromethanesulfenyl)carbamoyl]oximino]]-3,5,5-trimethylthiazolidin-4-one). As a reaction SMILES: [CH3:1][N:2]1[C:6](=[O:7])[C:5]([CH3:9])([CH3:8])[S:4][C:3]1=[N:10][OH:11].[CH3:12][N:13]([S:17][C:18]([C:25]([O:27][CH2:28][CH3:29])=[O:26])([C:20]([O:22][CH2:23][CH3:24])=[O:21])[Cl:19])[C:14](Cl)=[O:15]>O1CCOCC1.O>[CH3:12][N:13]([S:17][C:18]([C:25]([O:27][CH2:28][CH3:29])=[O:26])([C:20]([O:22][CH2:23][CH3:24])=[O:21])[Cl:19])[C:14]([O:11][N:10]=[C:3]1[N:2]([CH3:1])[C:6](=[O:7])[C:5]([CH3:9])([CH3:8])[S:4]1)=[O:15]. Reported procedure: A mixture of 1.91g (0.011m) of 3,5,5-trimethyl-2-oximinothiazolidin-4-one, 5.0g (0.011m) of a 70 percent solution of N-methyl-N-(bis-ethoxycarbonylchloromethanesulfenyl) carbamoyl chloride and 1.11g (0.011m) of triethylamine in 100 ml of dioxane was stirred overnight at room temperature. The reaction mixture was diluted with water, the product was extracted into ethylacetate and the organic phase was washed with water, and dried over magnesium sulfate. Removal of the solvent gave a residual oil ... The reactants are C1CCNC1, CS(C)=O, Cc1c(C)c2c(c(C)c1NC(=O)OCC(Cl)(Cl)Cl)C(c1ccc(C(C)C)cc1)CO2, CCN(C(C)C)C(C)C, O. Yields the product Cc1c(C)c2c(c(C)c1NC(=O)N1CCCC1)C(c1ccc(C(C)C)cc1)CO2. Reaction SMILES: [CH2:31]1[CH2:32][CH2:33][NH:34][CH2:35]1.[CH3:46][S:47]([CH3:48])=[O:49].[CH:1]([CH3:2])([CH3:3])[c:4]1[cH:5][cH:6][c:7]([CH:10]2[CH2:11][O:12][c:13]3[c:14]2[c:15]([CH3:30])[c:16]([NH:21][C:22]([O:23][CH2:25][C:26]([Cl:27])([Cl:28])[Cl:29])=[O:24])[c:17]([CH3:20])[c:18]3[CH3:19])[cH:8][cH:9]1.[CH:36]([N:37]([CH:38]([CH3:39])[CH3:40])[CH2:41][CH3:42])([CH3:43])[CH3:44].[OH2:45]>>[CH:1]([CH3:2])([CH3:3])[c:4]1[cH:5][cH:6][c:7]([CH:10]2[CH2:11][O:12][c:13]3[c:14]2[c:15]([CH3:30])[c:16]([NH:21][C:22](=[O:23])[N:34]2[CH2:33][CH2:32][CH2:31][CH2:35]2)[c:17]([CH3:20])[c:18]3[CH3:19])[cH:8][cH:9]1. Starting materials: C1(=CC=CC=C1)C=1C=NN(C1)C=1C=C(OC2=CC=3NC4=CC=CC=C4C3C=C2)C=CC1 (2-(3-(4-phenyl-1H-pyrazol-1-yl)phenoxy)-9H-carbazole), CC(C)(C)P(C1=CC=CC=C1C2=CC=CC=C2)C(C)(C)C (JohnPhos), CC(C)(C)[O-].[Na+] (tBuONa), BrC1=NC=CC(=C1)C(C)(C)C (2-bromo-4-tert-butylpyridine). The reagents and catalysts are C=1C=CC(=CC1)/C=C/C(=O)/C=C/C2=CC=CC=C2.C=1C=CC(=CC1)/C=C/C(=O)/C=C/C2=CC=CC=C2.C=1C=CC(=CC1)/C=C/C(=O)/C=C/C2=CC=CC=C2.[Pd].[Pd] (Pd2(dba)3). Solvent: O1CCOCC1 (dioxane), C1(=CC=CC=C1)C (toluene). Reaction conditions: temperature 105 celsius, time 39 hour. Procedure details: 2-(3-(4-Phenyl-1H-pyrazol-1-yl)phenoxy)-9H-carbazole 6 (401 mg, 1.0 mmol, 1.0 eq), Pd2(dba)3 (46 mg, 0.05 mmol, 0.05 eq), JohnPhos (30 mg, 0.10 mmol, 0.1 eq) and tBuONa (154 mg, 1.6 mmol, 1.6 eq) were added to a dry pressure Schlenk tube equipped with a magnetic stir bar. The tube was evacuated and back-filled with nitrogen, the evacuation and back-fill procedure was repeated twice. Then dry solvent toluene (4 mL), dioxane (4 mL) and 2-bromo-4-tert-butylpyridine (418 mg, 2.0 mmol, 2.0 eq) were a... The product is C(C)(C)(C)C1=CC(=NC=C1)N1C2=CC=CC=C2C=2C=CC(=CC12)OC1=CC(=CC=C1)N1N=CC(=C1)C1=CC=CC=C1 (9-(4-tert-butylpyridin-2-yl)-2-(3-(4-phenyl-1H-pyrazol-1-yl)phenoxy)-9H-carbazole). RXN SMILES: [C:1]1([C:7]2[CH:8]=[N:9][N:10]([C:12]3[CH:13]=[C:14]([CH:29]=[CH:30][CH:31]=3)[O:15][C:16]3[CH:28]=[CH:27][C:26]4[C:25]5[C:20](=[CH:21][CH:22]=[CH:23][CH:24]=5)[NH:19][C:18]=4[CH:17]=3)[CH:11]=2)[CH:6]=[CH:5][CH:4]=[CH:3][CH:2]=1.CC(P(C(C)(C)C)C1C(C2C=CC=CC=2)=CC=CC=1)(C)C.CC([O-])(C)C.[Na+].Br[C:60]1[CH:65]=[C:64]([C:66]([CH3:69])([CH3:68])[CH3:67])[CH:63]=[CH:62][N:61]=1>C1C=CC(/C=C/C(/C=C/C2C=CC=CC=2)=O)=CC=1.C1C=CC(/C=C/C(/C=C/C2C=CC=CC=2)=O)=CC=1.C1C=CC(/C=C/C(/C=C/C2C=CC=CC=2)=O)=CC=1.[Pd].[Pd].O1CCOCC1.C1(C)C=CC=CC=1>[C:66]([C:64]1[CH:63]=[CH:62][N:61]=[C:60]([N:19]2[C:18]3[CH:17]=[C:16]([O:15][C:14]4[CH:29]=[CH:30][CH:31]=[C:12]([N:10]5[CH:11]=[C:7]([C:1]6[CH:2]=[CH:3][CH:4]=[CH:5][CH:6]=6)[CH:8]=[N:9]5)[CH:13]=4)[CH:28]=[CH:27][C:26]=3[C:25]3[C:20]2=[CH:21][CH:22]=[CH:23][CH:24]=3)[CH:65]=1)([CH3:69])([CH3:68])[CH3:67] |f:2.3,5.6.7.8.9|.